From a dataset of the Open Reaction Database (ORD), a public repository of structured organic reaction records. describe an organic reaction: reactants, conditions, products, and yield The reactants are [Li]C, C[Si](C)(C)C#Cc1ccc(O)cc1, CN(C)P(=O)(N(C)C)N(C)C, CCOCC, Cl, N#COc1ccccc1, C1CCOC1. Yields the product N#CC#Cc1ccc(O)cc1. RXN SMILES: [CH3:14][Li:15].[CH3:1][Si:2]([CH3:3])([CH3:4])[C:5]#[C:6][c:7]1[cH:8][cH:9][c:10]([OH:13])[cH:11][cH:12]1.[CH3:26][N:27]([CH3:28])[P:29](=[O:30])([N:31]([CH3:32])[CH3:33])[N:34]([CH3:35])[CH3:36].[CH3:37][CH2:38][O:39][CH2:40][CH3:41].[ClH:25].[N:16]#[C:17][O:18][c:19]1[cH:20][cH:21][cH:22][cH:23][cH:24]1.[O:42]1[CH2:43][CH2:44][CH2:45][CH2:46]1>>[C:5](#[C:6][c:7]1[cH:8][cH:9][c:10]([OH:13])[cH:11][cH:12]1)[C:17]#[N:16]. The reactants are S(O)(O)(=O)=O (sulphuric acid), CC1(COC(OC1)CCCSC=1N(C(=NN1)C=1C=C2C=CC=NC2=CC1)C)C (6-{5-[3-(5,5-Dimethyl-[1,3]dioxan-2-yl)-propylsulfanyl]-4-methyl-4H-[1,2,4]triazol-3-yl}-quinoline), C([O-])([O-])=O.[Na+].[Na+] (sodium carbonate). Solvent: O (water). The product is CN1C(=NN=C1C=1C=C2C=CC=NC2=CC1)SCCCC=O (4-(4-Methyl-5-quinolin-6-yl-4H-[1,2,4]triazol-3-ylsulfanyl)-butyraldehyde). Yield: 95.0%. RXN SMILES: CC1(C)CO[CH:5]([CH2:8][CH2:9][CH2:10][S:11][C:12]2[N:13]([CH3:27])[C:14]([C:17]3[CH:18]=[C:19]4[C:24](=[CH:25][CH:26]=3)[N:23]=[CH:22][CH:21]=[CH:20]4)=[N:15][N:16]=2)[O:4]C1.S(=O)(=O)(O)O.C(=O)([O-])[O-].[Na+].[Na+]>O>[CH3:27][N:13]1[C:14]([C:17]2[CH:18]=[C:19]3[C:24](=[CH:25][CH:26]=2)[N:23]=[CH:22][CH:21]=[CH:20]3)=[N:15][N:16]=[C:12]1[S:11][CH2:10][CH2:9][CH2:8][CH:5]=[O:4] |f:2.3.4|. Reported procedure: 6-{5-[3-(5,5-Dimethyl-[1,3]dioxan-2-yl)-propylsulfanyl]-4-methyl-4H-[1,2,4]triazol-3-yl}-quinoline (0.51 g, 1.28 mmol) was heated in water (30 ml) and sulphuric acid (1.92 mmol) at 100° C. for 3 h. The mixture was cooled and basified with sodium carbonate. The aqueous mixture was extracted with dichloromethane (3×50 ml) and the combined organic portions were dried (Na2SO4), filtered and evaporated to give the title compound as a colourless oil (0.38 g, 95%). The reactants are CC(C)C[Al+]CC(C)C, Cc1ccccc1, CCOC(C)=O, CCOC(=O)c1cc(Cl)c(I)c(OC)c1, [H-]. Yields the product COc1cc(CO)cc(Cl)c1I. RXN SMILES: [CH2:24]([Al+:25][CH2:26][CH:27]([CH3:28])[CH3:29])[CH:30]([CH3:31])[CH3:32].[CH3:16][c:17]1[cH:18][cH:19][cH:20][cH:21][cH:22]1.[CH3:33][CH2:34][O:35][C:36](=[O:37])[CH3:38].[Cl:1][c:2]1[cH:3][c:4]([C:5](=[O:6])[O:7][CH2:8][CH3:9])[cH:10][c:11]([O:14][CH3:15])[c:12]1[I:13].[H-:23]>>[Cl:1][c:2]1[cH:3][c:4]([CH2:5][OH:6])[cH:10][c:11]([O:14][CH3:15])[c:12]1[I:13]. The reactants are C1(=CC=CC=C1)N1N=NN=C1SCN1S(=O)(=O)C2=C(C=CC(=C2C1=O)OCC)OCC(=O)OC(C)(C)C (2-(1-phenyltetrazol-5-yl)thiomethyl-4-ethoxy-7-(t-butoxycarbonylmethoxy)saccharin), Cl (hydrochloric acid), ice water. Solvent: ClCCl (dichloromethane), CC(=O)C (acetone), FC(C(=O)O)(F)F (trifluoroacetic acid), ClCCl (dichloromethane), CC(=O)C (acetone). Yields the product C1(=CC=CC=C1)N1N=NN=C1SCN1S(=O)(=O)C2=C(C=CC(=C2C1=O)OCC)OCC(=O)O (2-(1-phenyltetrazol-5-yl)thiomethyl-4-ethoxy-7-carboxymethoxysaccharin). Yield: 17.0%. RXN SMILES: [C:1]1([N:7]2[C:11]([S:12][CH2:13][N:14]3[C:24](=[O:25])[C:23]4[C:18](=[C:19]([O:29][CH2:30][C:31]([O:33]C(C)(C)C)=[O:32])[CH:20]=[CH:21][C:22]=4[O:26][CH2:27][CH3:28])[S:15]3(=[O:17])=[O:16])=[N:10][N:9]=[N:8]2)[CH:6]=[CH:5][CH:4]=[CH:3][CH:2]=1.Cl>FC(F)(F)C(O)=O.ClCCl.CC(C)=O>[C:1]1([N:7]2[C:11]([S:12][CH2:13][N:14]3[C:24](=[O:25])[C:23]4[C:18](=[C:19]([O:29][CH2:30][C:31]([OH:33])=[O:32])[CH:20]=[CH:21][C:22]=4[O:26][CH2:27][CH3:28])[S:15]3(=[O:17])=[O:16])=[N:10][N:9]=[N:8]2)[CH:2]=[CH:3][CH:4]=[CH:5][CH:6]=1. Procedure details: A solution of 2-(1-phenyltetrazol-5-yl)thiomethyl-4-ethoxy-7-(t-butoxycarbonylmethoxy)saccharin (Example 52, 0.47 g) in trifluoroacetic acid (5-10 mL) and dichloromethane (5-10 mL) was stirred at room temperature for two hours, then stripped of volatiles, then stripped three times more from dichloromethane, then stripped once more from acetone. A solution of the residual oil in acetone (1 mL) was added to ice-water (100 mL) containing concentrated hydrochloric acid (1 mL). The resulting solid wa... Starting materials: CN(CCO)C(=O)c1ccc(C(=C2CCNCC2)c2cccc3cccnc23)cc1, O=Cc1cscn1. Yields the product CN(CCO)C(=O)c1ccc(C(=C2CCN(Cc3cscn3)CC2)c2cccc3cccnc23)cc1. Reaction SMILES: [OH:1][CH2:2][CH2:3][N:4]([C:5]([c:6]1[cH:7][cH:8][c:9]([C:12]([c:13]2[cH:14][cH:15][cH:16][c:17]3[cH:18][cH:19][cH:20][n:21][c:22]23)=[C:23]2[CH2:24][CH2:25][NH:26][CH2:27][CH2:28]2)[cH:10][cH:11]1)=[O:29])[CH3:30].[s:31]1[cH:32][n:33][c:34]([CH:36]=[O:37])[cH:35]1>>[OH:1][CH2:2][CH2:3][N:4]([C:5]([c:6]1[cH:7][cH:8][c:9]([C:12]([c:13]2[cH:14][cH:15][cH:16][c:17]3[cH:18][cH:19][cH:20][n:21][c:22]23)=[C:23]2[CH2:24][CH2:25][N:26]([CH2:36][c:34]3[n:33][cH:32][s:31][cH:35]3)[CH2:27][CH2:28]2)[cH:10][cH:11]1)=[O:29])[CH3:30].